This data is from the Open Reaction Database (ORD), a public repository of structured organic reaction records. The task is: describe an organic reaction: reactants, conditions, products, and yield The reactants are O (water), NC1=C(N=C2N1C=CC=C2)C2=C1CCC(NC1=C(C=C2)OC)=O (5-(3-aminoimidazo[1,2-a]pyridine-2-yl)-8-methoxy-3,4-dihydrocarbostyril), C(=O)O (formic acid), [OH-].[Na+] (sodium hydroxide). Yields the product C(=O)NC1=C(N=C2N1C=CC=C2)C2=C1CCC(NC1=C(C=C2)OC)=O (5-(3-formylaminoimidazo[1,2-a]pyridine-2-yl)-8-methoxy-3,4-dihydrocarbostyril). Reaction SMILES: [NH2:1][C:2]1[N:6]2[CH:7]=[CH:8][CH:9]=[CH:10][C:5]2=[N:4][C:3]=1[C:11]1[CH:20]=[CH:19][C:18]([O:21][CH3:22])=[C:17]2[C:12]=1[CH2:13][CH2:14][C:15](=[O:23])[NH:16]2.O.[OH-].[Na+].[CH:27](O)=[O:28]>>[CH:27]([NH:1][C:2]1[N:6]2[CH:7]=[CH:8][CH:9]=[CH:10][C:5]2=[N:4][C:3]=1[C:11]1[CH:20]=[CH:19][C:18]([O:21][CH3:22])=[C:17]2[C:12]=1[CH2:13][CH2:14][C:15](=[O:23])[NH:16]2)=[O:28] |f:2.3|. Procedure details: A solution of 5-(3-aminoimidazo[1,2-a]pyridine-2-yl)-8-methoxy-3,4-dihydrocarbostyril (5 g) in 90% formic acid (10 ml) was heated at 100° C. for 2 hours. After completion of reaction, water was added to the reaction mixture followed by neutralizing with 1 N sodium hydroxide. Crystals which precipitated were collected by filtration, washed with methanol and recrystallized from chloroform-methanol to give 3.05 g of 5-(3-formylaminoimidazo[1,2-a]pyridine-2-yl)-8-methoxy-3,4-dihydrocarbostyril. Reactants: CO, O=C(c1oc2nc(-c3ccc(Cl)cc3Cl)c(-c3ccc(Cl)cc3)cc2c1NC(=O)C(F)(F)F)N1CCCCC1, [K+], [K+], O=C([O-])[O-]. The product is Nc1c(C(=O)N2CCCCC2)oc2nc(-c3ccc(Cl)cc3Cl)c(-c3ccc(Cl)cc3)cc12. Reaction SMILES: [CH3:46][OH:47].[Cl:1][c:2]1[cH:3][cH:4][c:5](-[c:8]2[cH:9][c:10]3[c:11]([n:12][c:13]2-[c:14]2[c:15]([Cl:21])[cH:16][c:17]([Cl:20])[cH:18][cH:19]2)[o:22][c:23]([C:32](=[O:33])[N:34]2[CH2:35][CH2:36][CH2:37][CH2:38][CH2:39]2)[c:24]3[NH:25][C:26](=[O:27])[C:28]([F:29])([F:30])[F:31])[cH:6][cH:7]1.[K+:40].[K+:41].[O-:42][C:43]([O-:44])=[O:45]>>[Cl:1][c:2]1[cH:3][cH:4][c:5](-[c:8]2[cH:9][c:10]3[c:11]([n:12][c:13]2-[c:14]2[c:15]([Cl:21])[cH:16][c:17]([Cl:20])[cH:18][cH:19]2)[o:22][c:23]([C:32](=[O:33])[N:34]2[CH2:35][CH2:36][CH2:37][CH2:38][CH2:39]2)[c:24]3[NH2:25])[cH:6][cH:7]1. Reactants: BrC=1C=NC=2N(C1)N=C(C2)C(=O)O (6-Bromo-pyrazolo[1,5-a]pyrimidine-2-carboxylic acid), CC1NCCC2=CC=CC=C12 (1-methyl-1,2,3,4-tetrahydro-isoquinoline), C(CCl)Cl (EDC), C=1C=CC2=C(C1)N=NN2O (HOBt). Run in CN(C)C=O (DMF). Yields the product BrC=1C=NC=2N(C1)N=C(C2)C(=O)N2C(C1=CC=CC=C1CC2)C ((6-Bromo-pyrazolo[1,5-a]pyrimidin-2-yl)-(1-methyl-3,4-dihydro-1H-isoquinolin-2-yl)-methanone). Yield: 58.4%. As a reaction SMILES: [Br:1][C:2]1[CH:3]=[N:4][C:5]2[N:6]([N:8]=[C:9]([C:11]([OH:13])=O)[CH:10]=2)[CH:7]=1.[CH3:14][CH:15]1[C:24]2[C:19](=[CH:20][CH:21]=[CH:22][CH:23]=2)[CH2:18][CH2:17][NH:16]1.C(Cl)CCl.C1C=CC2N(O)N=NC=2C=1>CN(C=O)C>[Br:1][C:2]1[CH:3]=[N:4][C:5]2[N:6]([N:8]=[C:9]([C:11]([N:16]3[CH2:17][CH2:18][C:19]4[C:24](=[CH:23][CH:22]=[CH:21][CH:20]=4)[CH:15]3[CH3:14])=[O:13])[CH:10]=2)[CH:7]=1. Reported procedure: A solution of 28 mg (0.12 mmol) of 6-Bromo-pyrazolo[1,5-a]pyrimidine-2-carboxylic acid, 19 mg (0.13 mmol) of 1-methyl-1,2,3,4-tetrahydro-isoquinoline, 23 mg (0.12 mmol) of EDC and 19 mg (0.12 mmol) of HOBt in 2 mL of DMF is stirred at room temperature for 24 h. The mixture is concentrated in vacuo and the solid residue is partitioned between methylene chloride (3 mL) and saturated aqueous sodium hydrocarbonate solution (3 mL). The organic layer is separated, washed with 0.5 N HCl, water and brin... Starting materials: CC(=O)Oc1cccc(CCCCCCBr)c1OC(C)=O, CN(C)C=O, [H-], [Na+], CCCc1c(O)ccc(C(=O)OCc2ccccc2)c1O. The product is CCCc1c(OCCCCCCc2cccc(OC(C)=O)c2OC(C)=O)ccc(C(=O)OCc2ccccc2)c1O. As a reaction SMILES: [Br:24][CH2:25][CH2:26][CH2:27][CH2:28][CH2:29][CH2:30][c:31]1[c:32]([O:41][C:42]([CH3:43])=[O:44])[c:33]([O:37][C:38]([CH3:39])=[O:40])[cH:34][cH:35][cH:36]1.[CH3:45][N:46]([CH3:47])[CH:48]=[O:49].[H-:1].[Na+:2].[c:3]1([CH2:9][O:10][C:11]([c:12]2[c:13]([OH:22])[c:14]([CH2:19][CH2:20][CH3:21])[c:15]([OH:18])[cH:16][cH:17]2)=[O:23])[cH:4][cH:5][cH:6][cH:7][cH:8]1>>[c:3]1([CH2:9][O:10][C:11]([c:12]2[c:13]([OH:22])[c:14]([CH2:19][CH2:20][CH3:21])[c:15]([O:18][CH2:25][CH2:26][CH2:27][CH2:28][CH2:29][CH2:30][c:31]3[c:32]([O:41][C:42]([CH3:43])=[O:44])[c:33]([O:37][C:38]([CH3:39])=[O:40])[cH:34][cH:35][cH:36]3)[cH:16][cH:17]2)=[O:23])[cH:4][cH:5][cH:6][cH:7][cH:8]1.